From a dataset of the Open Reaction Database (ORD), a public repository of structured organic reaction records. describe an organic reaction: reactants, conditions, products, and yield Starting materials: O=Cc1cc(O)ccc1Br, CC(C)(C)ON, CO, CCOC(C)=O, Cl. The product is CC(C)(C)ON=Cc1cc(O)ccc1Br. RXN SMILES: [Br:1][c:2]1[c:3]([CH:4]=[O:5])[cH:6][c:7]([OH:10])[cH:8][cH:9]1.[C:12]([CH3:13])([CH3:14])([CH3:15])[O:16][NH2:17].[CH3:18][OH:19].[CH3:20][CH2:21][O:22][C:23](=[O:24])[CH3:25].[ClH:11]>>[Br:1][c:2]1[c:3]([CH:4]=[N:17][O:16][C:12]([CH3:13])([CH3:14])[CH3:15])[cH:6][c:7]([OH:10])[cH:8][cH:9]1.